This data is from the Open Reaction Database (ORD), a public repository of structured organic reaction records. The task is: describe an organic reaction: reactants, conditions, products, and yield Reactants: COC(=O)CN(C(=O)OC(C)(C)C)c1ccc(F)c(F)c1, [K+], [Li+], C1CCOC1, [OH-], O, O, O=S(=O)([O-])O. Yields the product CC(C)(C)OC(=O)N(CC(=O)O)c1ccc(F)c(F)c1. As a reaction SMILES: [CH3:1][O:2][C:3]([CH2:4][N:5]([c:6]1[cH:7][c:8]([F:13])[c:9]([F:12])[cH:10][cH:11]1)[C:14](=[O:15])[O:16][C:17]([CH3:18])([CH3:19])[CH3:20])=[O:21].[K+:31].[Li+:25].[O:32]1[CH2:33][CH2:34][CH2:35][CH2:36]1.[OH-:24].[OH2:22].[OH2:23].[S:26](=[O:27])(=[O:28])([OH:29])[O-:30]>>[O:2]=[C:3]([CH2:4][N:5]([c:6]1[cH:7][c:8]([F:13])[c:9]([F:12])[cH:10][cH:11]1)[C:14](=[O:15])[O:16][C:17]([CH3:18])([CH3:19])[CH3:20])[OH:21]. Starting materials: CCOC(=O)C=C(C)c1ccc(Br)cc1, OB(O)c1cccc(Cl)c1Cl. Yields the product CCOC(=O)C=C(C)c1ccc(-c2cccc(Cl)c2Cl)cc1. As a reaction SMILES: [Br:12][c:13]1[cH:14][cH:15][c:16]([C:19](=[CH:20][C:21](=[O:22])[O:23][CH2:24][CH3:25])[CH3:26])[cH:17][cH:18]1.[Cl:1][c:2]1[c:3]([B:9]([OH:10])[OH:11])[cH:4][cH:5][cH:6][c:7]1[Cl:8]>>[Cl:1][c:2]1[c:3](-[c:13]2[cH:14][cH:15][c:16]([C:19](=[CH:20][C:21](=[O:22])[O:23][CH2:24][CH3:25])[CH3:26])[cH:17][cH:18]2)[cH:4][cH:5][cH:6][c:7]1[Cl:8]. Run at temperature 95 celsius, time 20 hour. Procedure: A mixture of 5-bromo-2-methyl-2-pentene (489.2 mg, 3 mmole) and triphenylphosphine (787 mg, 3 mmole) in 6 ml of acetonitrile was stirred at 95° C. (oil bath temperature) under nitrogen for 20 hours. The solvent was evaporated by a stream of nitrogen. The residue was dried in vacuo at room temperature to give a foam. This was rinsed with ethyl ether to give a white solid which was filtered, washed with ethyl ether and dried in vacuo at 100° C. for 4 hours to afford 905 mg of (4-methyl-3-pentenyl)... Yields the product [Br-].CC(=CCC[P+](C1=CC=CC=C1)(C1=CC=CC=C1)C1=CC=CC=C1)C ((4-methyl-3-pentenyl)triphenylphosphonium bromide). The yield is 70.9%. The reactants are BrCCC=C(C)C (5-bromo-2-methyl-2-pentene), C1(=CC=CC=C1)P(C1=CC=CC=C1)C1=CC=CC=C1 (triphenylphosphine). RXN SMILES: [Br:1][CH2:2][CH2:3][CH:4]=[C:5]([CH3:7])[CH3:6].[C:8]1([P:14]([C:21]2[CH:26]=[CH:25][CH:24]=[CH:23][CH:22]=2)[C:15]2[CH:20]=[CH:19][CH:18]=[CH:17][CH:16]=2)[CH:13]=[CH:12][CH:11]=[CH:10][CH:9]=1>C(#N)C>[Br-:1].[CH3:6][C:5]([CH3:7])=[CH:4][CH2:3][CH2:2][P+:14]([C:15]1[CH:16]=[CH:17][CH:18]=[CH:19][CH:20]=1)([C:21]1[CH:26]=[CH:25][CH:24]=[CH:23][CH:22]=1)[C:8]1[CH:9]=[CH:10][CH:11]=[CH:12][CH:13]=1 |f:3.4|. Solvent: C(C)#N (acetonitrile). Starting materials: COC1=CC2=C(CC(N(CC2)CCCNCCCNC2=CC(=C(C(=C2)Cl)N)Cl)=O)C=C1OC (N-[3-(7,8-dimethoxy-1,3,4,5-tetrahydro-2H-3-benzazepin-2-on-3-yl)-propyl]-3-(4-amino-3,5-dichlorophenylamino)-propylamine), C=O (paraformaldehyde), C(#N)[BH3-].[Na+] (sodium cyanoborohydride). The product is COC1=CC2=C(CC(N(CC2)CCCN(CCCNC2=CC(=C(C(=C2)Cl)N)Cl)C)=O)C=C1OC (N-[3-(7,8-Dimethoxy-1,3,4,5-tetrahydro-2H-3-benzazepin-2-on-3-yl)-propyl]-N-[3-(4-amino-3,5-dichlorophenylamino)-propyl]-methylamine). RXN SMILES: [CH3:1][O:2][C:3]1[C:31]([O:32][CH3:33])=[CH:30][C:6]2[CH2:7][C:8](=[O:29])[N:9]([CH2:12][CH2:13][CH2:14][NH:15][CH2:16][CH2:17][CH2:18][NH:19][C:20]3[CH:25]=[C:24]([Cl:26])[C:23]([NH2:27])=[C:22]([Cl:28])[CH:21]=3)[CH2:10][CH2:11][C:5]=2[CH:4]=1.C=O.[C:36]([BH3-])#N.[Na+]>>[CH3:1][O:2][C:3]1[C:31]([O:32][CH3:33])=[CH:30][C:6]2[CH2:7][C:8](=[O:29])[N:9]([CH2:12][CH2:13][CH2:14][N:15]([CH3:36])[CH2:16][CH2:17][CH2:18][NH:19][C:20]3[CH:25]=[C:24]([Cl:26])[C:23]([NH2:27])=[C:22]([Cl:28])[CH:21]=3)[CH2:10][CH2:11][C:5]=2[CH:4]=1 |f:2.3|. Procedure: The title compound is prepared from N-[3-(7,8-dimethoxy-1,3,4,5-tetrahydro-2H-3-benzazepin-2-on-3-yl)-propyl]-3-(4-amino-3,5-dichlorophenylamino)-propylamine, paraformaldehyde and sodium cyanoborohydride analogously to Example 5. The reactants are [Br-], CCN(C(C)C)C(C)C, Cn1c(=O)[nH]c2c(c1=O)CNCC2, CN(C)C=O, ClCCCCOC1CCCCO1, [Li+]. The product is Cn1c(=O)[nH]c2c(c1=O)CN(CCCCOC1CCCCO1)CC2. As a reaction SMILES: [Br-:11].[CH2:1]([N:2]([CH:3]([CH3:4])[CH3:5])[CH:6]([CH3:7])[CH3:8])[CH3:9].[CH3:24][n:25]1[c:26](=[O:36])[nH:27][c:28]2[c:29]([c:30]1=[O:31])[CH2:32][NH:33][CH2:34][CH2:35]2.[CH3:37][N:38]([CH3:39])[CH:40]=[O:41].[Cl:12][CH2:13][CH2:14][CH2:15][CH2:16][O:17][CH:18]1[O:19][CH2:20][CH2:21][CH2:22][CH2:23]1.[Li+:10]>>[CH2:13]([CH2:14][CH2:15][CH2:16][O:17][CH:18]1[O:19][CH2:20][CH2:21][CH2:22][CH2:23]1)[N:33]1[CH2:32][c:29]2[c:28]([nH:27][c:26](=[O:36])[n:25]([CH3:24])[c:30]2=[O:31])[CH2:35][CH2:34]1. The reactants are CCCC(CN1CCC(O)CC1)NC, O=C(Cl)c1ccc(Cl)cc1, ClCCl. Yields the product CCCC(CN1CCC(O)CC1)N(C)C(=O)c1ccc(Cl)cc1. As a reaction SMILES: [CH3:11][NH:12][CH:13]([CH2:14][N:15]1[CH2:16][CH2:17][CH:18]([OH:21])[CH2:19][CH2:20]1)[CH2:22][CH2:23][CH3:24].[Cl:1][C:2](=[O:3])[c:4]1[cH:5][cH:6][c:7]([Cl:8])[cH:9][cH:10]1.[Cl:25][CH2:26][Cl:27]>>[C:2](=[O:3])([c:4]1[cH:5][cH:6][c:7]([Cl:8])[cH:9][cH:10]1)[N:12]([CH3:11])[CH:13]([CH2:14][N:15]1[CH2:16][CH2:17][CH:18]([OH:21])[CH2:19][CH2:20]1)[CH2:22][CH2:23][CH3:24]. The reactants are CCC(C=O)=CCc1c(OC)c(C)c2c(c1OCC[Si](C)(C)C)C(=O)OC2, C1CCOC1, CO. Product: CCC(=CCc1c(OC)c(C)c2c(c1OCC[Si](C)(C)C)C(=O)OC2)CO. RXN SMILES: [CH2:1]([CH3:2])[C:3]([CH:4]=[O:5])=[CH:6][CH2:7][c:8]1[c:9]([O:21][CH2:22][CH2:23][Si:24]([CH3:25])([CH3:26])[CH3:27])[c:10]2[c:14]([c:15]([CH3:19])[c:16]1[O:17][CH3:18])[CH2:13][O:12][C:11]2=[O:20].[CH2:30]1[O:31][CH2:32][CH2:33][CH2:34]1.[CH3:28][OH:29]>>[CH2:1]([CH3:2])[C:3]([CH2:4][OH:5])=[CH:6][CH2:7][c:8]1[c:9]([O:21][CH2:22][CH2:23][Si:24]([CH3:25])([CH3:26])[CH3:27])[c:10]2[c:14]([c:15]([CH3:19])[c:16]1[O:17][CH3:18])[CH2:13][O:12][C:11]2=[O:20]. Reactants: CC(C)(C)[O-], CCOCC, Cc1ccccc1, CC(C)(C)OC(=O)N1CC2CC1CN2, Fc1ccc(I)cn1, [Na+], O=C(C=Cc1ccccc1)C=Cc1ccccc1, O=C(C=Cc1ccccc1)C=Cc1ccccc1, O=C(C=Cc1ccccc1)C=Cc1ccccc1, [Pd], [Pd]. The product is CC(C)(C)OC(=O)N1CC2CC1CN2c1ccc(F)nc1. Reaction SMILES: [CH3:23][C:24]([CH3:25])([O-:26])[CH3:27].[CH3:29][CH2:30][O:31][CH2:32][CH3:33].[CH3:34][c:35]1[cH:36][cH:37][cH:38][cH:39][cH:40]1.[CH:1]12[N:2]([C:8](=[O:9])[O:10][C:11]([CH3:12])([CH3:13])[CH3:14])[CH2:3][CH:4]([NH:5][CH2:6]1)[CH2:7]2.[F:15][c:16]1[n:17][cH:18][c:19]([I:22])[cH:20][cH:21]1.[Na+:28].[O:43]=[C:44]([CH:45]=[CH:46][c:47]1[cH:48][cH:49][cH:50][cH:51][cH:52]1)[CH:53]=[CH:54][c:55]1[cH:56][cH:57][cH:58][cH:59][cH:60]1.[O:61]=[C:62]([CH:63]=[CH:64][c:65]1[cH:66][cH:67][cH:68][cH:69][cH:70]1)[CH:71]=[CH:72][c:73]1[cH:74][cH:75][cH:76][cH:77][cH:78]1.[O:79]=[C:80]([CH:81]=[CH:82][c:83]1[cH:84][cH:85][cH:86][cH:87][cH:88]1)[CH:89]=[CH:90][c:91]1[cH:92][cH:93][cH:94][cH:95][cH:96]1.[Pd:41].[Pd:42]>>[CH:1]12[N:2]([C:8](=[O:9])[O:10][C:11]([CH3:12])([CH3:13])[CH3:14])[CH2:3][CH:4]([N:5]([c:19]3[cH:18][n:17][c:16]([F:15])[cH:21][cH:20]3)[CH2:6]1)[CH2:7]2.